From a dataset of the Open Reaction Database (ORD), a public repository of structured organic reaction records. describe an organic reaction: reactants, conditions, products, and yield Starting materials: ClCCC(=O)C1=CC=C(C=C1)Cl (3,4′-Dichloropropiophenone), C1(C=2C(C(N1)=O)=CC=CC2)=O.[K] (potassium phthalimide), O.NN (hydrazine hydrate). Solvent: C(CO)O (ethylene glycol). Product: ClC1=CC=C(C=C1)C1(OCCO1)CCN (2-[2-(4-chlorophenyl)-1,3-dioxolan-2-yl]ethylamine). As a reaction SMILES: Cl[CH2:2][CH2:3][C:4]([C:6]1[CH:11]=[CH:10][C:9]([Cl:12])=[CH:8][CH:7]=1)=[O:5].C1(=O)N[C:16](=[O:18])[C:15]2=CC=CC=C12.[K].O.[NH2:26]N>C(O)CO>[Cl:12][C:9]1[CH:10]=[CH:11][C:6]([C:4]2([CH2:3][CH2:2][NH2:26])[O:18][CH2:16][CH2:15][O:5]2)=[CH:7][CH:8]=1 |f:1.2,3.4,^1:23|. Reported procedure: 3,4′-Dichloropropiophenone was treated with potassium phthalimide, the product treated with ethylene glycol and then this product cleaved with hydrazine hydrate following the methods described in J. Org. Chem. 1972, 221-225, to give 2-[2-(4-chlorophenyl)-1,3-dioxolan-2-yl]ethylamine. The reactants are BrC=1C=NC=C(C1)C1=CC=C(C=C1)CC (3-bromo-5-(4-ethylphenyl)pyridine), CC1(C2=C(C(=CC=C2)P(C3=CC=CC=C3)C4=CC=CC=C4)OC5=C(C=CC=C51)P(C6=CC=CC=C6)C7=CC=CC=C7)C (Xantphos), C([O-])([O-])=O.[Cs+].[Cs+] (caesium carbonate), C(N)(OC)=O (methyl carbamate), CC1(C2=C(C(=CC=C2)P(C3=CC=CC=C3)C4=CC=CC=C4)OC5=C(C=CC=C51)P(C6=CC=CC=C6)C7=CC=CC=C7)C (Xantphos). The reagents and catalysts are C=1C=CC(=CC1)/C=C/C(=O)/C=C/C2=CC=CC=C2.C=1C=CC(=CC1)/C=C/C(=O)/C=C/C2=CC=CC=C2.C=1C=CC(=CC1)/C=C/C(=O)/C=C/C2=CC=CC=C2.[Pd].[Pd] (tris(dibenzylideneacetone)dipalladium), C=1C=CC(=CC1)/C=C/C(=O)/C=C/C2=CC=CC=C2.C=1C=CC(=CC1)/C=C/C(=O)/C=C/C2=CC=CC=C2.C=1C=CC(=CC1)/C=C/C(=O)/C=C/C2=CC=CC=C2.[Pd].[Pd] (tris(dibenzylideneacetone)dipalladium). The solvent is O1CCOCC1 (dioxane), O1CCOCC1 (dioxane), ClCCl (dichloromethane). Run at temperature 90 celsius, time 20 hour. Yields the product C(C)C1=CC=C(C=C1)C=1C=C(C=NC1)NC(OC)=O (Methyl [5-(4-ethylphenyl)pyridin-3-yl]carbamate). As a reaction SMILES: Br[C:2]1[CH:3]=[N:4][CH:5]=[C:6]([C:8]2[CH:13]=[CH:12][C:11]([CH2:14][CH3:15])=[CH:10][CH:9]=2)[CH:7]=1.CC1(C)C2C(=C(P(C3C=CC=CC=3)C3C=CC=CC=3)C=CC=2)OC2C(P(C3C=CC=CC=3)C3C=CC=CC=3)=CC=CC1=2.C(=O)([O-])[O-].[Cs+].[Cs+].[C:64](=[O:68])([O:66][CH3:67])[NH2:65]>O1CCOCC1.C1C=CC(/C=C/C(/C=C/C2C=CC=CC=2)=O)=CC=1.C1C=CC(/C=C/C(/C=C/C2C=CC=CC=2)=O)=CC=1.C1C=CC(/C=C/C(/C=C/C2C=CC=CC=2)=O)=CC=1.[Pd].[Pd].ClCCl>[CH2:14]([C:11]1[CH:12]=[CH:13][C:8]([C:6]2[CH:7]=[C:2]([NH:65][C:64](=[O:68])[O:66][CH3:67])[CH:3]=[N:4][CH:5]=2)=[CH:9][CH:10]=1)[CH3:15] |f:2.3.4,7.8.9.10.11|. Procedure details: Under argon and at RT, a solution of 16.8 g (64 mmol) of 3-bromo-5-(4-ethylphenyl)pyridine in 70 ml of dioxane was added to a suspension of 555 mg (0.96 mmol, 0.015 eq.) of Xantphos (4,5-bis(diphenylphosphino)-9,9′-dimethylxanthene), 293 mg (0.32 mmol, 0.005 eq.) of tris(dibenzylideneacetone)dipalladium, 29.1 g (89 mmol, 1.4 eq.) of caesium carbonate and 5.8 g (77 mmol, 1.2 eq.) of methyl carbamate in 100 ml of dioxane. The reaction mixture was stirred at 90° C. for 20 h. Since the progress of t... Starting materials: C(C)(C)(C)OC(=O)N[C@@H]1C(NC[C@@H](CC1)OC(=O)C1CCCCC1)=O ((3S, 6R)-3-(tert-butoxycarbonyl)aminohexahydro-6-(cyclohexanecarbonyl)oxy-2H-azepin-2-one), Cl (HCl). The solvent is C(C)(=O)OCC (ethyl acetate). Conditions: time 6 hour. Product: N[C@@H]1C(NC[C@@H](CC1)OC(=O)C1CCCCC1)=O ((3S, 6R)-3-aminohexahydro-6-(cyclohexanecarbonyl)oxy-2H-azepin-2-one). Isolated yield 114.3%. RXN SMILES: C(OC([NH:8][C@H:9]1[CH2:15][CH2:14][C@@H:13]([O:16][C:17]([CH:19]2[CH2:24][CH2:23][CH2:22][CH2:21][CH2:20]2)=[O:18])[CH2:12][NH:11][C:10]1=[O:25])=O)(C)(C)C.Cl>C(OCC)(=O)C>[NH2:8][C@H:9]1[CH2:15][CH2:14][C@@H:13]([O:16][C:17]([CH:19]2[CH2:24][CH2:23][CH2:22][CH2:21][CH2:20]2)=[O:18])[CH2:12][NH:11][C:10]1=[O:25]. Reported procedure: (3S, 6R)-3-(tert-butoxycarbonyl)aminohexahydro-6-(cyclohexanecarbonyl)oxy-2H-azepin-2-one (300 g, 846 mmol) is added portionwise to a stirred solution of ethyl acetate (3 L) and HCl gas (225 g, 6.2 mol) at room temp. The reaction is stirred at room temp. for 6 h. The resulting precipitate is filtered and the solid is washed with ethyl acetate (1.2 L). The solid is dried to give 246 g (98%) of (3S, 6R)-3-aminohexahydro-6-(cyclohexanecarbonyl)oxy-2H-azepin-2-one.HCl which is used directly in the n... The reactants are [O-]CC.[Na+] (sodium ethoxide), C(CC(=O)OCC)(=O)OCC (diethyl malonate), C(C1=CC=CC=C1)OC(=O)NCCCCBr (1-benzyloxycarbonylamino-4-bromobutane). The solvent is C(C)O (ethanol), C(C)O (ethanol). Run at time 5 minute. Product: C(C1=CC=CC=C1)OC(=O)NCCCCC(C(=O)OCC)C(=O)OCC (diethyl 2-(4-benzyloxycarbonylaminobutyl)malonate). Isolated yield 83.0%. Reaction SMILES: [O-]CC.[Na+].[C:5]([O:13][CH2:14][CH3:15])(=[O:12])[CH2:6][C:7]([O:9][CH2:10][CH3:11])=[O:8].[CH2:16]([O:23][C:24]([NH:26][CH2:27][CH2:28][CH2:29][CH2:30]Br)=[O:25])[C:17]1[CH:22]=[CH:21][CH:20]=[CH:19][CH:18]=1>C(O)C>[CH2:16]([O:23][C:24]([NH:26][CH2:27][CH2:28][CH2:29][CH2:30][CH:6]([C:7]([O:9][CH2:10][CH3:11])=[O:8])[C:5]([O:13][CH2:14][CH3:15])=[O:12])=[O:25])[C:17]1[CH:22]=[CH:21][CH:20]=[CH:19][CH:18]=1 |f:0.1|. Procedure details: An ethanol (130.2 ml) solution of sodium ethoxide (5.83 g) was added with diethyl malonate (13 ml) and stirred at room temperature for 5 minutes. This solution was added with an ethanol (55.8 ml) solution of the 1-benzyloxycarbonylamino-4-bromobutane (4.9 g) obtained in the above step (b), and stirred at 40° C. for 20 hours. The reaction system was concentrated under reduced pressure without any treatment, and the residue was added with saturated aqueous ammonium chloride, and then the organic s... The reactants are Ferrous sulfate heptahydrate, CN1CCN2C(=CC=C2C(F)(F)F)C12CCN(CC2)C(=O)OC(C)(C)C (tert-butyl 2-methyl-6-(trifluoromethyl)spiro[3,4-dihydropyrrolo[1,2-a]pyrazine-1,4′-piperidine]-1′-carboxylate), C(F)(F)(F)I (CF3I), OO (H2O2). Run in CS(=O)C (DMSO). Reaction conditions: time 8 hour. Yields the product CN1CCN2C(=CC(=C2C(F)(F)F)C(F)(F)F)C12CCN(CC2)C(=O)OC(C)(C)C (tert-butyl 2-methyl-6,7-bis(trifluoromethyl)spiro[3,4-dihydropyrrolo[1,2-a]pyrazine-1,4′-piperidine]-1′-carboxylate). Reaction SMILES: [CH3:1][N:2]1[C:14]2([CH2:19][CH2:18][N:17]([C:20]([O:22][C:23]([CH3:26])([CH3:25])[CH3:24])=[O:21])[CH2:16][CH2:15]2)[C:6]2=[CH:7][CH:8]=[C:9]([C:10]([F:13])([F:12])[F:11])[N:5]2[CH2:4][CH2:3]1.[C:27](I)([F:30])([F:29])[F:28].OO>CS(C)=O>[CH3:1][N:2]1[C:14]2([CH2:19][CH2:18][N:17]([C:20]([O:22][C:23]([CH3:26])([CH3:25])[CH3:24])=[O:21])[CH2:16][CH2:15]2)[C:6]2=[CH:7][C:8]([C:27]([F:30])([F:29])[F:28])=[C:9]([C:10]([F:11])([F:13])[F:12])[N:5]2[CH2:4][CH2:3]1. Reported procedure: Ferrous sulfate heptahydrate (803 μL of 1.00 M, 0.803 mmol) was added to a mixture of tert-butyl 2-methyl-6-(trifluoromethyl)spiro[3,4-dihydropyrrolo[1,2-a]pyrazine-1,4′-piperidine]-1′-carboxylate (1.00 g, 2.68 mmol) and DMSO (15 mL) at room temperature. The vessel was then charged with CF3I (gas) before H2O2 (304 μL of 30% w/v, 2.68 mmol) was added dropwise. The mixture was allowed to stir overnight at room temperature before it was partitioned between ethyl acetate and water. The layers were s... Procedure: A mixture of 2.5 g (8 millimoles) of 4-[(5,6,7,8-tetrahydro-5,5,8,8-tetramethylnaphth-2-yl)-ethynyl]-benzonitrile (Example 1), 60 ml of tert.-butanol and 7.5 g of potassium hydroxide powder was refluxed for 4 hours. The mixture was cooled, poured onto saturated sodium chloride solution and extracted twice with ether. The ether phases were washed with sodium chloride solution, dried over Na2SO4 and evaporated down to give 2.2 g (83%) of the pure title compound of melting point 220°-223° C. Isolated yield 83.0%. Starting materials: CC1(C=2C=CC(=CC2C(CC1)(C)C)C#CC1=CC=C(C#N)C=C1)C (4-[(5,6,7,8-tetrahydro-5,5,8,8-tetramethylnaphth-2-yl)-ethynyl]-benzonitril), [OH-].[K+] (potassium hydroxide), [Cl-].[Na+] (sodium chloride). RXN SMILES: [CH3:1][C:2]1([CH3:24])[CH2:11][CH2:10][C:9]([CH3:13])([CH3:12])[C:8]2[CH:7]=[C:6]([C:14]#[C:15][C:16]3[CH:23]=[CH:22][C:19]([C:20]#[N:21])=[CH:18][CH:17]=3)[CH:5]=[CH:4][C:3]1=2.[OH-:25].[K+].[Cl-].[Na+]>C(O)(C)(C)C>[CH3:1][C:2]1([CH3:24])[CH2:11][CH2:10][C:9]([CH3:12])([CH3:13])[C:8]2[CH:7]=[C:6]([C:14]#[C:15][C:16]3[CH:23]=[CH:22][C:19]([C:20]([NH2:21])=[O:25])=[CH:18][CH:17]=3)[CH:5]=[CH:4][C:3]1=2 |f:1.2,3.4|. Solvent: C(C)(C)(C)O (tert.-butanol). The product is CC1(C=2C=CC(=CC2C(CC1)(C)C)C#CC1=CC=C(C(=O)N)C=C1)C (4-[(5,6,7,8-Tetrahydro-5,5,8,8-tetramethylnaphth-2-yl)-ethynyl]-benzamide). Reactants: solid, Cl.Cl.Cl.O1COC2=C1C=CC=C2N2CCN(CC2)CC[C@@H]2CC[C@H](CC2)N (Trans-4-[2-(4-Benzo[1,3]dioxol-4-yl-piperazin-1-yl)-ethyl]-cyclohexylamine trihydrochloride), Cl.Cl.Cl.O1COC2=C1C=CC=C2N2CCN(CC2)CC[C@@H]2CC[C@H](CC2)N (Trans-4-[2-(4-Benzo[1,3]dioxol-4-yl-piperazin-1-yl)-ethyl]-cyclohexylamine trihydrochloride), CO[C@@H](C(=O)O)C ((R)-2-methoxypropanoic acid). Product: O1COC2=C1C=CC=C2N2CCN(CC2)CC[C@@H]2CC[C@H](CC2)NC([C@@H](C)OC)=O (Trans(R)—N-{4-[2-(4-Benzo[1,3]dioxol-4-yl-piperazin-1-yl)-ethyl]-cyclohexyl}-2-methoxy-propionamide). Reaction SMILES: Cl.Cl.Cl.[O:4]1[C:8]2[CH:9]=[CH:10][CH:11]=[C:12]([N:13]3[CH2:18][CH2:17][N:16]([CH2:19][CH2:20][C@H:21]4[CH2:26][CH2:25][C@H:24]([NH2:27])[CH2:23][CH2:22]4)[CH2:15][CH2:14]3)[C:7]=2[O:6][CH2:5]1.[CH3:28][O:29][C@H:30]([CH3:34])[C:31](O)=[O:32]>>[O:4]1[C:8]2[CH:9]=[CH:10][CH:11]=[C:12]([N:13]3[CH2:18][CH2:17][N:16]([CH2:19][CH2:20][C@H:21]4[CH2:26][CH2:25][C@H:24]([NH:27][C:31](=[O:32])[C@H:30]([O:29][CH3:28])[CH3:34])[CH2:23][CH2:22]4)[CH2:15][CH2:14]3)[C:7]=2[O:6][CH2:5]1 |f:0.1.2.3|. Procedure details: The title compound, white solid (21 mg, 72%), MS (ISP) m/z=418.3 [(M+H)+], was prepared in accordance with the general method of example 1 from Trans-4-[2-(4-Benzo[1,3]dioxol-4-yl-piperazin-1-yl)-ethyl]-cyclohexylamine hydrochloride (Intermediate A) (25.8 mg, 0.070 mmol?) and (R)-2-methoxypropanoic acid